Dataset: the Open Reaction Database (ORD), a public repository of structured organic reaction records. Task: describe an organic reaction: reactants, conditions, products, and yield Starting materials: O=C([O-])[O-], O=Cc1ccccc1O, CC(C)O, ClCc1ccccn1, Cl, [I-], [K+], [K+], [K+]. The product is O=Cc1ccccc1OCc1ccccn1. Reaction SMILES: [C:19](=[O:20])([O-:21])[O-:22].[CH:1](=[O:2])[c:3]1[cH:4][cH:5][cH:6][cH:7][c:8]1[OH:9].[CH:27]([OH:28])([CH3:29])[CH3:30].[Cl:11][CH2:12][c:13]1[n:14][cH:15][cH:16][cH:17][cH:18]1.[ClH:10].[I-:26].[K+:23].[K+:24].[K+:25]>>[CH:1](=[O:2])[c:3]1[cH:4][cH:5][cH:6][cH:7][c:8]1[O:9][CH2:12][c:13]1[n:14][cH:15][cH:16][cH:17][cH:18]1. The reactants are [BH4-], C1CCOC1, CO, O=C1CCc2ccc(C(F)(F)F)cc21, [Na+]. Product: OC1CCc2ccc(C(F)(F)F)cc21. RXN SMILES: [BH4-:15].[CH2:19]1[O:20][CH2:21][CH2:22][CH2:23]1.[CH3:17][OH:18].[F:1][C:2]([c:3]1[cH:4][cH:5][c:6]2[c:10]([cH:11]1)[C:9](=[O:12])[CH2:8][CH2:7]2)([F:13])[F:14].[Na+:16]>>[F:1][C:2]([c:3]1[cH:4][cH:5][c:6]2[c:10]([cH:11]1)[CH:9]([OH:12])[CH2:8][CH2:7]2)([F:13])[F:14]. The reactants are C(C=C)[C@H](C(=O)OC[C@@H](C1=CC=CC=C1)NC(CCC=C)=O)CC(=O)OC(C)(C)C ((S)-4-tert-butyl 1-((R)-2-pent-4-enamido-2-phenylethyl) 2-allylsuccinate), resultant mixture, Pb(OAc)4. The reagents and catalysts are Cl[Ru]([P](C1CCCCC1)(C2CCCCC2)C3CCCCC3)(=CC4=CC=CC=C4)(Cl)=C5N(C6=C(C)C=C(C)C=C6C)CCN5C7=C(C)C=C(C)C=C7C (Grubbs 2nd Generation). Run in C1(=CC=CC=C1)C (toluene), C(Cl)Cl (CH2Cl2). Reaction conditions: temperature 65 celsius, time 7 hour. Yields the product O=C1N[C@@H](COC([C@@H](C/C=C/CC1)CC(=O)OC(C)(C)C)=O)C1=CC=CC=C1 (tert-butyl 2-((3R,11S,E)-5,12-dioxo-3-phenyl-1-oxa-4-azacyclododec-8-en-11-yl)acetate). Isolated yield 41.0%. As a reaction SMILES: [CH2:1]([C@@H:4]([CH2:23][C:24]([O:26][C:27]([CH3:30])([CH3:29])[CH3:28])=[O:25])[C:5]([O:7][CH2:8][C@H:9]([NH:16][C:17](=[O:22])[CH2:18][CH2:19][CH:20]=C)[C:10]1[CH:15]=[CH:14][CH:13]=[CH:12][CH:11]=1)=[O:6])[CH:2]=C>C1(C)C=CC=CC=1.Cl[Ru](=C1N(C2C(C)=CC(C)=CC=2C)CCN1C1C(C)=CC(C)=CC=1C)(Cl)(=CC1C=CC=CC=1)[P](C1CCCCC1)(C1CCCCC1)C1CCCCC1.C(Cl)Cl>[O:22]=[C:17]1[CH2:18][CH2:19][CH:20]=[CH:2][CH2:1][C@@H:4]([CH2:23][C:24]([O:26][C:27]([CH3:28])([CH3:29])[CH3:30])=[O:25])[C:5](=[O:6])[O:7][CH2:8][C@@H:9]([C:10]2[CH:15]=[CH:14][CH:13]=[CH:12][CH:11]=2)[NH:16]1 |^1:70|. Procedure details: To a solution of (S)-4-tert-butyl 1-((R)-2-pent-4-enamido-2-phenylethyl) 2-allylsuccinate (340 mg, 0.818 mmol) in toluene (82 mL) was added Grubbs 2nd Generation catalyst (34.7 mg, 0.041 mmol) and the reaction mixture was heated to 65° C. Upon stirring 7 h with continued heating, TLC analysis indicated complete consumption of starting material. The reaction mixture was cooled to rt, diluted with degassed CH2Cl2 (8.2 mL) and Pb(OAc)4 (181 mg, 0.409 mmol) was added. The resultant mixture was stirr... The reactants are COCN(Cc1ccccc1)C[Si](C)(C)C, CCOC(C)=O, ClCCl, ClCCl, CC12CC(O)C3(F)C(CC(F)C4=CC(=O)C=CC43C)C1CC=C2C(=O)CO, O=C(O)C(F)(F)F, Cc1ccccc1C. Yields the product CC12C=CC(=O)C=C1C(F)CC1C3CC4CN(Cc5ccccc5)CC4(C(=O)CO)C3(C)CC(O)C12F. As a reaction SMILES: [CH2:28]([c:29]1[cH:30][cH:31][cH:32][cH:33][cH:34]1)[N:35]([CH2:36][O:42][CH3:43])[CH2:39][Si:37]([CH3:38])([CH3:40])[CH3:41].[CH3:65][CH2:66][O:67][C:68]([CH3:69])=[O:70].[Cl:59][CH2:60][Cl:61].[Cl:62][CH2:63][Cl:64].[F:1][CH:2]1[C:3]2=[CH:4][C:5](=[O:27])[CH:6]=[CH:7][C:8]2([CH3:26])[C:9]2([F:25])[CH:10]([OH:24])[CH2:11][C:12]3([CH3:23])[C:13]([C:19]([CH2:20][OH:21])=[O:22])=[CH:14][CH2:15][CH:16]3[CH:17]2[CH2:18]1.[F:52][C:53]([F:54])([F:55])[C:56]([OH:57])=[O:58].[c:44]1([CH3:45])[c:46]([CH3:47])[cH:48][cH:49][cH:50][cH:51]1>>[F:1][CH:2]1[C:3]2=[CH:4][C:5](=[O:27])[CH:6]=[CH:7][C:8]2([CH3:26])[C:9]2([F:25])[CH:10]([OH:24])[CH2:11][C:12]3([CH3:23])[C:13]4([C:19]([CH2:20][OH:21])=[O:22])[CH:14]([CH2:15][CH:16]3[CH:17]2[CH2:18]1)[CH2:36][N:35]([CH2:28][c:29]1[cH:30][cH:31][cH:32][cH:33][cH:34]1)[CH2:39]4. Yields the product O1COC2=C1C=CC(=C2)CNC=2C1=C(N=CN2)CCN(C1)C1=C(C#N)C=C(C=C1)C (2-(4-(Benzo[d][1,3]dioxol-5-ylmethylamino)-7,8-dihydropyrido[4,3-d]pyrimidin-6(5H)-yl)-5-methylbenzonitrile). Run in C(C)#N (acetonitrile), C(C)(C)N(C(C)C)CC (N,N-diisopropylethylamine). Reaction SMILES: Cl[C:2]1[C:3]2[CH2:11][N:10]([C:12]3[CH:19]=[CH:18][C:17]([CH3:20])=[CH:16][C:13]=3[C:14]#[N:15])[CH2:9][CH2:8][C:4]=2[N:5]=[CH:6][N:7]=1.[CH2:21]([NH2:31])[C:22]1[CH:30]=[CH:29][C:28]2[O:27][CH2:26][O:25][C:24]=2[CH:23]=1>C(#N)C.C(N(CC)C(C)C)(C)C>[O:27]1[C:28]2[CH:29]=[CH:30][C:22]([CH2:21][NH:31][C:2]3[C:3]4[CH2:11][N:10]([C:12]5[CH:19]=[CH:18][C:17]([CH3:20])=[CH:16][C:13]=5[C:14]#[N:15])[CH2:9][CH2:8][C:4]=4[N:5]=[CH:6][N:7]=3)=[CH:23][C:24]=2[O:25][CH2:26]1. Reported procedure: A reaction mixture of 2-(4-chloro-7,8-dihydropyrido[4,3-d]pyrimidin-6(5H)-yl)-5-methylbenzonitrile (100 mg, 0.35 mmol) and piperonylamine (120 mg, 0.79 mmol) in acetonitrile (1 mL) and N,N-diisopropylethylamine (400 μL) was subjected to microwave irradiation at 185° C. for 3 h. The reaction mixture was concentrated and the residue was purified by preparative HPLC (100×20.2 mm, C18 column; 30-60% acetonitrile-water [10 mM Et2NH]) to afford a light yellow solid. Reactants: ClC=1C2=C(N=CN1)CCN(C2)C2=C(C#N)C=C(C=C2)C (2-(4-chloro-7,8-dihydropyrido[4,3-d]pyrimidin-6(5H)-yl)-5-methylbenzonitrile), C(C1=CC=2OCOC2C=C1)N (piperonylamine). Starting materials: Cc1ccc(S(=O)(=O)Oc2nc(N)nc3c2CCCC2C4C=CC(CC4)C32)cc1, CO, [H][H]. Yields the product Cc1ccc(S(=O)(=O)Oc2nc(N)nc3c2CCCC2C4CCC(CC4)C32)cc1. As a reaction SMILES: [CH3:1][c:2]1[cH:3][cH:4][c:5]([S:8](=[O:9])(=[O:10])[O:11][c:12]2[c:13]3[c:14]([n:15][c:16]([NH2:18])[n:17]2)[CH:19]2[CH:20]([CH2:21][CH2:22][CH2:23]3)[CH:24]3[CH:25]=[CH:26][CH:27]2[CH2:28][CH2:29]3)[cH:6][cH:7]1.[CH3:32][OH:33].[H:30][H:31]>>[CH3:1][c:2]1[cH:3][cH:4][c:5]([S:8](=[O:9])(=[O:10])[O:11][c:12]2[c:13]3[c:14]([n:15][c:16]([NH2:18])[n:17]2)[CH:19]2[CH:20]([CH2:21][CH2:22][CH2:23]3)[CH:24]3[CH2:25][CH2:26][CH:27]2[CH2:28][CH2:29]3)[cH:6][cH:7]1.